This data is from the Open Reaction Database (ORD), a public repository of structured organic reaction records. The task is: describe an organic reaction: reactants, conditions, products, and yield Run at time 18 hour. Reaction SMILES: [CH:1]1([N:7]([CH3:29])[C:8]([C:10]2[CH:11]=[N:12][N:13]([C:18]3[CH:28]=[CH:27][C:21]([C:22]([O:24]CC)=[O:23])=[CH:20][CH:19]=3)[C:14]=2[CH2:15][CH2:16][CH3:17])=[O:9])[CH2:6][CH2:5][CH2:4][CH2:3][CH2:2]1.[OH-].[Na+]>CO>[CH:1]1([N:7]([CH3:29])[C:8]([C:10]2[CH:11]=[N:12][N:13]([C:18]3[CH:19]=[CH:20][C:21]([C:22]([OH:24])=[O:23])=[CH:27][CH:28]=3)[C:14]=2[CH2:15][CH2:16][CH3:17])=[O:9])[CH2:6][CH2:5][CH2:4][CH2:3][CH2:2]1 |f:1.2|. Procedure: Ethyl 4-[4-(cyclohexyl-methyl-carbamoyl)-5-propyl-pyrazol-1-yl]benzoate (Intermediate #23, 105 mg, 0.26 mmol) was dissolved in methanol (10 mL) and treated at ambient temperature with 2M aqueous sodium hydroxide solution (2.5 mL). The mixture was stirred at ambient temperature for 18 h and then methanol was removed by evaporation under reduced pressure. The remaining aqueous solution was acidified with 2M aqueous hydrochloric acid to pH=2. A white solid precipitated out of solution, it was filte... Starting materials: C1(CCCCC1)N(C(=O)C=1C=NN(C1CCC)C1=CC=C(C(=O)OCC)C=C1)C (Ethyl 4-[4-(cyclohexyl-methyl-carbamoyl)-5-propyl-pyrazol-1-yl]benzoate), C1(CCCCC1)N(C(=O)C=1C=NN(C1CCC)C1=CC=C(C(=O)OCC)C=C1)C (Ethyl 4-[4-(cyclohexyl-methyl-carbamoyl)-5-propyl-pyrazol-1-yl]benzoate), [OH-].[Na+] (sodium hydroxide). Yields the product C1(CCCCC1)N(C(=O)C=1C=NN(C1CCC)C1=CC=C(C(=O)O)C=C1)C (4-[4-(Cyclohexyl-methyl-carbamoyl)-5-propyl-pyrazol-1-yl]benzoic acid). Run in CO (methanol). The reactants are FC(C=1C=C(C(=O)N2[C@@H](CNCC2)CC2=CC(=C(C=C2)C)O)C=C(C1)C(F)(F)F)(F)F ((2R)-1-[3,5-bis(trifluoromethyl)benzoyl]-2-(3-hydroxy-4-methylbenzyl)piperazine), [I-].[K+] (potassium iodide), Cl.ClCCN1C[C@H](OCC1)COC ((2S)-4-(2-chloroethyl)-2-(methoxymethyl)morpholine hydrochloride), C(C)(C)N(C(C)C)CC (N,N-diisopropylethylamine). The solvent is O (water), C(C)(=O)OCC (Ethyl acetate), CN(C=O)C (N,N-dimethylformamide). Reaction conditions: temperature 52.5 celsius. Yields the product O.Cl.Cl.FC(C=1C=C(C(=O)N2[C@@H](CN(CC2)CCN2C[C@H](OCC2)COC)CC2=CC(=C(C=C2)C)O)C=C(C1)C(F)(F)F)(F)F.O.O.FC(F)(F)C=1C=C(C(=O)N2[C@@H](CN(CC2)CCN2C[C@H](OCC2)COC)CC2=CC(=C(C=C2)C)O)C=C(C1)C(F)(F)F.Cl.Cl ((2R)-1-[3,5-bis(trifluoromethyl)benzoyl]-4-[2-[(2S)-2-(methoxymethyl)morpholino]ethyl]-2-(3-hydroxy-4-methyl-benzyl)piperazine dihydrochloride sesquihydrate). The yield is 191.8%. RXN SMILES: [F:1][C:2]([F:31])([F:30])[C:3]1[CH:4]=[C:5]([CH:23]=[C:24]([C:26]([F:29])([F:28])[F:27])[CH:25]=1)[C:6]([N:8]1[CH2:13][CH2:12][NH:11][CH2:10][C@H:9]1[CH2:14][C:15]1[CH:20]=[CH:19][C:18]([CH3:21])=[C:17]([OH:22])[CH:16]=1)=[O:7].[I-].[K+].[ClH:34].[Cl:35][CH2:36][CH2:37][N:38]1[CH2:43][CH2:42][O:41][C@H:40]([CH2:44][O:45][CH3:46])[CH2:39]1.C(N(CC)C(C)C)(C)C>O.C(OCC)(=O)C.CN(C)C=O>[OH2:7].[ClH:35].[ClH:34].[F:31][C:2]([F:1])([F:30])[C:3]1[CH:4]=[C:5]([CH:23]=[C:24]([C:26]([F:27])([F:28])[F:29])[CH:25]=1)[C:6]([N:8]1[CH2:13][CH2:12][N:11]([CH2:36][CH2:37][N:38]2[CH2:43][CH2:42][O:41][C@H:40]([CH2:44][O:45][CH3:46])[CH2:39]2)[CH2:10][C@H:9]1[CH2:14][C:15]1[CH:20]=[CH:19][C:18]([CH3:21])=[C:17]([OH:22])[CH:16]=1)=[O:7].[OH2:7].[OH2:7].[F:31][C:2]([C:3]1[CH:4]=[C:5]([CH:23]=[C:24]([C:26]([F:27])([F:28])[F:29])[CH:25]=1)[C:6]([N:8]1[CH2:13][CH2:12][N:11]([CH2:36][CH2:37][N:38]2[CH2:43][CH2:42][O:41][C@H:40]([CH2:44][O:45][CH3:46])[CH2:39]2)[CH2:10][C@H:9]1[CH2:14][C:15]1[CH:20]=[CH:19][C:18]([CH3:21])=[C:17]([OH:22])[CH:16]=1)=[O:7])([F:1])[F:30].[ClH:35].[ClH:35] |f:1.2,3.4,9.10.11.12.13.14.15.16.17|. Procedure details: Into N,N-dimethylformamide (33.5 ml) were charged (2R)-1-[3,5-bis(trifluoromethyl)benzoyl]-2-(3-hydroxy-4-methylbenzyl)piperazine (6.7 g), potassium iodide (8.0 g), (2S)-4-(2-chloroethyl)-2-(methoxymethyl)morpholine hydrochloride (4.3 g) and N,N-diisopropylethylamine (4.8 g). The temperature was raised to 50 to 55° C. and allowed to react for 5 hours. After the reaction was completed, the reaction solution was cooled to room temperature. Ethyl acetate (33.5 ml) and water (33.5 ml) were added and... Reactants: Brc1cncc(Br)c1, CN(C)C=O, [H-], [Na+], OCc1ccccc1. The product is Brc1cncc(OCc2ccccc2)c1. Reaction SMILES: [Br:11][c:12]1[cH:13][n:14][cH:15][c:16]([Br:17])[cH:18]1.[CH3:19][N:20]([CH3:21])[CH:22]=[O:23].[H-:1].[Na+:2].[OH:3][CH2:4][c:5]1[cH:6][cH:7][cH:8][cH:9][cH:10]1>>[O:3]([CH2:4][c:5]1[cH:6][cH:7][cH:8][cH:9][cH:10]1)[c:16]1[cH:15][n:14][cH:13][c:12]([Br:11])[cH:18]1. Starting materials: CS(C)=O, O=C(O)c1cn(C2CC2)c2cc(Cl)c(F)cc2c1=O, OCCN1CCNCC1. Yields the product O=C(O)c1cn(C2CC2)c2cc(N3CCN(CCO)CC3)c(F)cc2c1=O. RXN SMILES: [CH3:29][S:30]([CH3:31])=[O:32].[Cl:1][c:2]1[c:3]([F:19])[cH:4][c:5]2[c:6](=[O:18])[c:7]([C:15](=[O:16])[OH:17])[cH:8][n:9]([CH:12]3[CH2:13][CH2:14]3)[c:10]2[cH:11]1.[OH:20][CH2:21][CH2:22][N:23]1[CH2:24][CH2:25][NH:26][CH2:27][CH2:28]1>>[c:2]1([N:26]2[CH2:25][CH2:24][N:23]([CH2:22][CH2:21][OH:20])[CH2:28][CH2:27]2)[c:3]([F:19])[cH:4][c:5]2[c:6](=[O:18])[c:7]([C:15](=[O:16])[OH:17])[cH:8][n:9]([CH:12]3[CH2:13][CH2:14]3)[c:10]2[cH:11]1. Reactants: C1COCCO1, COC(=O)C(C)N, Cl, COC(=O)c1c(O)c2cccc(OC)c2n(C)c1=O. Product: COC(=O)C(C)NC(=O)c1c(O)c2cccc(OC)c2n(C)c1=O. Reaction SMILES: [CH2:28]1[O:29][CH2:30][CH2:31][O:32][CH2:33]1.[CH3:21][O:22][C:23]([CH:24]([NH2:25])[CH3:26])=[O:27].[ClH:20].[OH:1][c:2]1[c:3]([C:16]([O:18][CH3:17])=[O:19])[c:4](=[O:15])[n:5]([CH3:14])[c:6]2[c:7]([O:12][CH3:13])[cH:8][cH:9][cH:10][c:11]12>>[OH:1][c:2]1[c:3]([C:16](=[O:18])[NH:25][CH:24]([C:23]([O:22][CH3:21])=[O:27])[CH3:26])[c:4](=[O:15])[n:5]([CH3:14])[c:6]2[c:7]([O:12][CH3:13])[cH:8][cH:9][cH:10][c:11]12. The yield is 93.3%. Starting materials: BrC1=CC=C2CC3(CCC(CC3)C(F)F)C3(N=C(C(=N3)N)C)C2=C1 (6′-Bromo-4-(difluoromethyl)-5″-methyl-3′H-dispiro[cyclohexane-1,2′-indene-1′,2″-imidazol]-4″-amine), ClC=1C=C(C=NC1)B(O)O (5-chloropyridin-3-yl boronic acid), CC(C)(C)[PH+](CCCS(=O)(=O)[O-])C(C)(C)C (3-(di-tert-butylphosphonium)propane sulfonate), 2-Me THF, C(=O)([O-])[O-].[K+].[K+] (K2CO3). Procedure: 6′-Bromo-4-(difluoromethyl)-5″-methyl-3′H-dispiro[cyclohexane-1,2′-indene-1′,2″-imidazol]-4″-amine (Example 128, 0.1 g, 0.25 mmol), 5-chloropyridin-3-yl boronic acid (0.048 g, 0.30 mmol), 3-(di-tert-butylphosphonium)propane sulfonate (6.77 mg, 0.03 mmol), sodium tetrachloro-palladate(II) (3.71 mg, 0.01 mmol), 2-Me THF (2 mL) and aq. K2CO3 (2.0 M, 0.379 mL, 0.76 mmol) were added to a microwave vial. The vial was sealed and evacuated and refilled with Ar (g) and then heated in the microwave reacto... The reagents and catalysts are [Na+].[Na+].Cl[Pd+2](Cl)(Cl)Cl (sodium tetrachloro-palladate(II)). Product: ClC=1C=C(C=NC1)C1=CC=C2CC3(CCC(C(C3)C)C(F)F)C3(N=CC(=N3)N)C2=C1 (6′-(5-Chloropyridin-3-yl)-4-(difluoromethyl)-5-methyl-3′H-dispiro[cyclohexane-1,2′-indene-1′,2″-imidazol]-4″-amine). Conditions: temperature 100 celsius. RXN SMILES: Br[C:2]1[CH:24]=[C:23]2[C:5]([CH2:6][C:7]3([C:16]42[N:20]=[C:19]([NH2:21])[C:18](C)=[N:17]4)[CH2:12][CH2:11][CH:10]([CH:13]([F:15])[F:14])[CH2:9][CH2:8]3)=[CH:4][CH:3]=1.[Cl:25][C:26]1[CH:27]=[C:28](B(O)O)[CH:29]=[N:30][CH:31]=1.[CH3:35]C([PH+](C(C)(C)C)CCCS([O-])(=O)=O)(C)C.C([O-])([O-])=O.[K+].[K+]>[Na+].[Na+].Cl[Pd+2](Cl)(Cl)Cl>[Cl:25][C:26]1[CH:27]=[C:28]([C:2]2[CH:24]=[C:23]3[C:5]([CH2:6][C:7]4([C:16]53[N:20]=[C:19]([NH2:21])[CH:18]=[N:17]5)[CH2:12][CH:11]([CH3:35])[CH:10]([CH:13]([F:15])[F:14])[CH2:9][CH2:8]4)=[CH:4][CH:3]=2)[CH:29]=[N:30][CH:31]=1 |f:3.4.5,6.7.8|.